This data is from the Open Reaction Database (ORD), a public repository of structured organic reaction records. The task is: describe an organic reaction: reactants, conditions, products, and yield Run at time 1 hour. Yields the product C(C)N(CCNC=1C=C(C=2C(NC3=CC=C(C1C23)F)=O)C=2NC=CC2)CC (5-(2-diethylamino-ethylamino)-6-fluoro-3-(1H-pyrrol-2-yl)-1H-benzo[cd]indol-2-one). As a reaction SMILES: [CH3:1]S(O)(=O)=O.N[CH2:7][CH2:8][NH:9][C:10]1[CH:11]=[C:12]([C:24]2[NH:25][CH:26]=[CH:27][CH:28]=2)[C:13]2[C:14](=[O:23])[NH:15][C:16]3[C:21]=2[C:20]=1[C:19]([F:22])=[CH:18][CH:17]=3.[CH:29](=O)[CH3:30].[C:32]([BH3-])#[N:33].[Na+]>C(Cl)Cl>[CH2:29]([N:33]([CH2:32][CH3:1])[CH2:7][CH2:8][NH:9][C:10]1[CH:11]=[C:12]([C:24]2[NH:25][CH:26]=[CH:27][CH:28]=2)[C:13]2[C:14](=[O:23])[NH:15][C:16]3[C:21]=2[C:20]=1[C:19]([F:22])=[CH:18][CH:17]=3)[CH3:30] |f:0.1,3.4|. Procedure details: To a suspension of 5-(2-amino-ethylamino)-6-fluoro-3-(1H-pyrrol-2-yl)-1H-benzo[cd]indol-2-one methanesulfonic acid salt (from Example 11 above) (58.04 mg, 0.14 mmol) in CH2Cl2 (5 mL) were added acetaldehyde (Aldrich, 0.39 mg, 0.39 mmol) and sodium cyanoborohydride (Aldrich, 20.0 mg, 0.32 mmol) at room temperature. The reaction mixture was stirred for 1 hour. The reaction was then quenched with water (5 mL) and extracted with ethyl acetate (3×20 mL). The combined organic extracts were successivel... The reactants are C(C)=O (acetaldehyde), C(#N)[BH3-].[Na+] (sodium cyanoborohydride), CS(=O)(=O)O.NCCNC=1C=C(C=2C(NC3=CC=C(C1C23)F)=O)C=2NC=CC2 (5-(2-amino-ethylamino)-6-fluoro-3-(1H-pyrrol-2-yl)-1H-benzo[cd]indol-2-one methanesulfonic acid salt). Run in C(Cl)Cl (CH2Cl2).